Dataset: the Open Reaction Database (ORD), a public repository of structured organic reaction records. Task: describe an organic reaction: reactants, conditions, products, and yield Starting materials: NCCN1C(C(C2=CC=C(C=C12)C(=O)N([C@H]1CN(CCC1)C(=O)OC(C)(C)C)C(C)C)(C)C)=O (tert-butyl (3R)-3-[{[1-(2-aminoethyl)-3,3-dimethyl-2-oxo-2,3-dihydro-1H-indol-6-yl]-carbonyl}(isopropyl)amino]piperidine-1-carboxylate), CCN=C=NCCCN(C)C (WSC), C=1C=CC2=C(C1)N=NN2O (HOBt), FC(C(=O)O)F (difluoroacetic acid). Run in C(Cl)(Cl)Cl (chloroform), C(C)N(CC)CC (triethylamine). Conditions: time 8 hour. The product is FC(C(=O)NCCN1C(C(C2=CC=C(C=C12)C(=O)N([C@H]1CN(CCC1)C(=O)OC(C)(C)C)C(C)C)(C)C)=O)F (tert-Butyl (3R)-3-[[(1-{2-[(difluoroacetyl)amino]ethyl}-3,3-dimethyl-2-oxo-2,3-dihydro-1H-indol-6-yl)carbonyl](isopropyl)amino]piperidine-1-carboxylate). The yield is 48.6%. As a reaction SMILES: [NH2:1][CH2:2][CH2:3][N:4]1[C:12]2[C:7](=[CH:8][CH:9]=[C:10]([C:13]([N:15]([CH:29]([CH3:31])[CH3:30])[C@@H:16]3[CH2:21][CH2:20][CH2:19][N:18]([C:22]([O:24][C:25]([CH3:28])([CH3:27])[CH3:26])=[O:23])[CH2:17]3)=[O:14])[CH:11]=2)[C:6]([CH3:33])([CH3:32])[C:5]1=[O:34].CCN=C=NCCCN(C)C.C1C=CC2N(O)N=NC=2C=1.[F:56][CH:57]([F:61])[C:58](O)=[O:59]>C(Cl)(Cl)Cl.C(N(CC)CC)C>[F:56][CH:57]([F:61])[C:58]([NH:1][CH2:2][CH2:3][N:4]1[C:12]2[C:7](=[CH:8][CH:9]=[C:10]([C:13]([N:15]([CH:29]([CH3:30])[CH3:31])[C@@H:16]3[CH2:21][CH2:20][CH2:19][N:18]([C:22]([O:24][C:25]([CH3:26])([CH3:27])[CH3:28])=[O:23])[CH2:17]3)=[O:14])[CH:11]=2)[C:6]([CH3:32])([CH3:33])[C:5]1=[O:34])=[O:59]. Procedure: To tert-butyl (3R)-3-[{[1-(2-aminoethyl)-3,3-dimethyl-2-oxo-2,3-dihydro-1H-indol-6-yl]-carbonyl}(isopropyl)amino]piperidine-1-carboxylate (300 mg) were added WSC (210 mg), HOBt (150 mg), triethylamine (0.30 ml), chloroform (5 ml), and difluoroacetic acid (79 mg), and the mixture was stirred at room temperature overnight. After the reaction was complete, the mixture was concentrated, and the obtained residue was purified by silica gel column chromatography (chloroform/methanol=9/1) to give the ti... The reactants are N[C@H]1C2=C(C3=C(N(C1=O)C)C=CC=C3)C=CC=C2 ((S)-7-Amino-5-methyl-5H,7H-dibenzo[b,d]azepin-6-one), FC(CNC(CC(=O)O)=O)(C(F)(F)F)F (N-(2,2,3,3,3-pentafluoro-propyl)-malonamic acid). Product: CN1C2=C(C3=C([C@@H](C1=O)NC(CC(=O)NCC(C(F)(F)F)(F)F)=O)C=CC=C3)C=CC=C2 (N-((S)-5-Methyl-6-oxo-6,7-dihydro-5H-dibenzo[b,d]azepin-7-yl)-N′-(2,2,3,3,3-pentafluoro-propyl)-malonamide). As a reaction SMILES: [NH2:1][C@@H:2]1[C:8](=[O:9])[N:7]([CH3:10])[C:6]2[CH:11]=[CH:12][CH:13]=[CH:14][C:5]=2[C:4]2[CH:15]=[CH:16][CH:17]=[CH:18][C:3]1=2.[F:19][C:20]([F:33])([C:29]([F:32])([F:31])[F:30])[CH2:21][NH:22][C:23](=[O:28])[CH2:24][C:25](O)=[O:26]>>[CH3:10][N:7]1[C:8](=[O:9])[C@@H:2]([NH:1][C:25](=[O:26])[CH2:24][C:23]([NH:22][CH2:21][C:20]([F:33])([F:19])[C:29]([F:30])([F:32])[F:31])=[O:28])[C:3]2[CH:18]=[CH:17][CH:16]=[CH:15][C:4]=2[C:5]2[CH:14]=[CH:13][CH:12]=[CH:11][C:6]1=2. Procedure details: (S)-7-Amino-5-methyl-5H,7H-dibenzo[b,d]azepin-6-one was coupled with N-(2,2,3,3,3-pentafluoro-propyl)-malonamic acid in analogy to the description in example 73 to yield N-((S)-5-Methyl-6-oxo-6,7-dihydro-5H-dibenzo[b,d]azepin-7-yl)-N′-(2,2,3,3,3-pentafluoro-propyl)-malonamide as white solid. The reactants are C([O-])([O-])=O.[Na+].[Na+] (sodium carbonate), Cl.NO (hydroxylamine hydrochloride), C(CCCCCCCCCCC)C1=CC=C(CCl)C=C1 (p-dodecylbenzyl chloride). The solvent is CN(C=O)C (dimethylformamide). Run at time 8 hour. The product is C(CCCCCCCCCCC)C1=CC=C(CN(O)CC2=CC=C(C=C2)CCCCCCCCCCCC)C=C1 (N,N-Bis-(p-dodecylbenzyl)hydroxylamine). RXN SMILES: C(=O)([O-])[O-].[Na+].[Na+].Cl.[NH2:8][OH:9].[CH2:10]([C:22]1[CH:29]=[CH:28][C:25]([CH2:26]Cl)=[CH:24][CH:23]=1)[CH2:11][CH2:12][CH2:13][CH2:14][CH2:15][CH2:16][CH2:17][CH2:18][CH2:19][CH2:20][CH3:21]>CN(C)C=O>[CH2:10]([C:22]1[CH:29]=[CH:28][C:25]([CH2:26][N:8]([CH2:26][C:25]2[CH:28]=[CH:29][C:22]([CH2:10][CH2:11][CH2:12][CH2:13][CH2:14][CH2:15][CH2:16][CH2:17][CH2:18][CH2:19][CH2:20][CH3:21])=[CH:23][CH:24]=2)[OH:9])=[CH:24][CH:23]=1)[CH2:11][CH2:12][CH2:13][CH2:14][CH2:15][CH2:16][CH2:17][CH2:18][CH2:19][CH2:20][CH3:21] |f:0.1.2,3.4|. Procedure details: The procedure of Example 1 is repeated using 16.0 g of sodium carbonate, 2.57 g of hydroxylamine hydrochloride and 21.83 g of p-dodecylbenzyl chloride in 75 ml of dimethylformamide kept at 50°-55° C. overnight under nitrogen. The product is isolated as a light brown oil. The reactants are BrC(Br)(Br)Br, CCCCCC(O)c1ccc(CC(C)C)cc1, C1CCOC1, c1ccc(P(c2ccccc2)c2ccccc2)cc1. Product: CCCCCC(Br)c1ccc(CC(C)C)cc1. RXN SMILES: [C:18]([Br:19])([Br:20])([Br:21])[Br:22].[CH2:1]([CH:2]([CH3:3])[CH3:4])[c:5]1[cH:6][cH:7][c:8]([CH:11]([CH2:12][CH2:13][CH2:14][CH2:15][CH3:16])[OH:17])[cH:9][cH:10]1.[O:42]1[CH2:43][CH2:44][CH2:45][CH2:46]1.[c:23]1([P:24]([c:25]2[cH:26][cH:27][cH:28][cH:29][cH:30]2)[c:31]2[cH:32][cH:33][cH:34][cH:35][cH:36]2)[cH:37][cH:38][cH:39][cH:40][cH:41]1>>[CH2:1]([CH:2]([CH3:3])[CH3:4])[c:5]1[cH:6][cH:7][c:8]([CH:11]([CH2:12][CH2:13][CH2:14][CH2:15][CH3:16])[Br:19])[cH:9][cH:10]1. Starting materials: FC1=CC=C(C=C1)N1N=CC2=CC(=C(C=C12)C)CO ((1-(4-fluorophenyl)-6-methyl-1H-indazol-5-yl)methanol), CC(=O)OI1(C=2C=CC=CC2C(=O)O1)(OC(=O)C)OC(=O)C (Dess-Martin periodinane). The solvent is C(Cl)Cl (DCM). Reaction conditions: time 1 hour. The product is FC1=CC=C(C=C1)N1N=CC2=CC(=C(C=C12)C)C=O (1-(4-fluorophenyl)-6-methyl-1H-indazole-5-carbaldehyde). The yield is 96.4%. RXN SMILES: [F:1][C:2]1[CH:7]=[CH:6][C:5]([N:8]2[C:16]3[C:11](=[CH:12][C:13]([CH2:18][OH:19])=[C:14]([CH3:17])[CH:15]=3)[CH:10]=[N:9]2)=[CH:4][CH:3]=1.CC(OI1(OC(C)=O)(OC(C)=O)OC(=O)C2C=CC=CC1=2)=O>C(Cl)Cl>[F:1][C:2]1[CH:3]=[CH:4][C:5]([N:8]2[C:16]3[C:11](=[CH:12][C:13]([CH:18]=[O:19])=[C:14]([CH3:17])[CH:15]=3)[CH:10]=[N:9]2)=[CH:6][CH:7]=1. Procedure: A solution of (1-(4-fluorophenyl)-6-methyl-1H-indazol-5-yl)methanol (1.14 g, 4.45 mmol) was dissolved in DCM (46 mL) and treated with Dess-Martin periodinane (1.87 g, 4.45 mmol). The reaction was stirred at ambient temperature for about 1 h and filtered over a plug of SiO2 rinsing with DCM (50 mL). The filtrate was partially concentrated under reduced pressure and then filtered over a second plug of SiO2 rinsing with DCM (40 mL). The filtrate was concentrated under reduced pressure and the crude... Starting materials: ( 29 ), NC1=NC(=C(C(=N1)S(=O)C)C#N)N1N=CC=C1 (2-amino-4-methanesulfinyl-6-pyrazol-1-yl-pyrimidine-5-carbonitrile), ( 60 ), N1=CC(=CC=C1)CO (3-pyridinemethanol), C1CCC2=NCCCN2CC1 (DBU), ( 24 ). Run in COCCOC (DME). Product: NC1=NC(=C(C(=N1)N1N=CC=C1)C#N)OCC=1C=NC=CC1 (2-Amino-4-pyrazol-1-yl-6-(pyridin-3-yl-methoxy)-pyrimidine-5-carbonitrile). Reaction SMILES: [NH2:1][C:2]1[N:7]=[C:6](S(C)=O)[C:5]([C:11]#[N:12])=[C:4]([N:13]2[CH:17]=[CH:16][CH:15]=[N:14]2)[N:3]=1.[N:18]1[CH:23]=[CH:22][CH:21]=[C:20]([CH2:24][OH:25])[CH:19]=1.C1CCN2C(=NCCC2)CC1>COCCOC>[NH2:1][C:2]1[N:3]=[C:4]([N:13]2[CH:17]=[CH:16][CH:15]=[N:14]2)[C:5]([C:11]#[N:12])=[C:6]([O:25][CH2:24][C:20]2[CH:19]=[N:18][CH:23]=[CH:22][CH:21]=2)[N:7]=1. Reported procedure: From 2-amino-4-methanesulfinyl-6-pyrazol-1-yl-pyrimidine-5-carbonitrile, 3-pyridinemethanol and DBU in DME. EI-MS m/e (%): 293 (M+, 100), 92 (60), 65 (29), 39 (24). Reactants: ClC=1C=C(C=C(C1)C(F)(F)F)C(C(F)(F)F)=O (1-[3-chloro-5-(trifluoromethyl)phenyl]-2,2,2-trifluoroethanone), NCC=1C=C(CN)C=CC1 (m-(aminomethyl)benzylamine), NCC=1C=C(CN)C=CC1 (m-(aminomethyl)benzylamine), O (water). The reagents and catalysts are CC=1C=CC(=CC1)S(=O)(=O)O.O (p-TsOH.H2O). Solvent: C1(=CC=CC=C1)C (toluene). Run at time 12 hour. Yields the product ClC=1C=C(C=C(C1)C(F)(F)F)C(C(F)(F)F)N (1-[3-chloro-5-(trifluoromethyl)phenyl]-2,2,2-trifluoroethanamine). Isolated yield 65.9%. RXN SMILES: [Cl:1][C:2]1[CH:3]=[C:4]([C:12](=O)[C:13]([F:16])([F:15])[F:14])[CH:5]=[C:6]([C:8]([F:11])([F:10])[F:9])[CH:7]=1.[NH2:18]CC1C=C(C=CC=1)CN.O>C1(C)C=CC=CC=1.CC1C=CC(S(O)(=O)=O)=CC=1.O>[Cl:1][C:2]1[CH:3]=[C:4]([CH:12]([NH2:18])[C:13]([F:16])([F:15])[F:14])[CH:5]=[C:6]([C:8]([F:11])([F:10])[F:9])[CH:7]=1 |f:4.5|. Procedure details: To a solution of 24.5 g of 1-[3-chloro-5-(trifluoromethyl)phenyl]-2,2,2-trifluoroethanone (88 mmol, 1 eq) in 200 ml of toluene were added 13.6 g of m-(aminomethyl)benzylamine (100 mmol, 1.13 eq). After the addition of a catalytic amount of p-TsOH.H2O (˜100 mg), the mixture was refluxed on a water separator for 12 h (approx. 5 ml of water were removed). Thereafter, another 5.5 g of m-(aminomethyl)benzylamine (40 mmol) were added and the mixture was boiled for a further 11 h. Subsequently, the tol...